Dataset: the Open Reaction Database (ORD), a public repository of structured organic reaction records. Task: describe an organic reaction: reactants, conditions, products, and yield Reactants: O=C(O)C1CCCC1, Cl, CC(C)C(N)C(=O)N1CCC(O)(c2ccc(F)cc2)C(C)(C)C1. Product: CC(C)C(NC(=O)C1CCCC1)C(=O)N1CCC(O)(c2ccc(F)cc2)C(C)(C)C1. As a reaction SMILES: [CH:25]1([C:30](=[O:31])[OH:32])[CH2:26][CH2:27][CH2:28][CH2:29]1.[ClH:24].[NH2:1][CH:2]([C:3](=[O:4])[N:5]1[CH2:6][C:7]([CH3:19])([CH3:20])[C:8]([OH:11])([c:12]2[cH:13][cH:14][c:15]([F:18])[cH:16][cH:17]2)[CH2:9][CH2:10]1)[CH:21]([CH3:22])[CH3:23]>>[NH:1]([CH:2]([C:3](=[O:4])[N:5]1[CH2:6][C:7]([CH3:19])([CH3:20])[C:8]([OH:11])([c:12]2[cH:13][cH:14][c:15]([F:18])[cH:16][cH:17]2)[CH2:9][CH2:10]1)[CH:21]([CH3:22])[CH3:23])[C:30]([CH:25]1[CH2:26][CH2:27][CH2:28][CH2:29]1)=[O:31]. Starting materials: O=C([O-])[O-], O=c1cc(OCc2ccccc2)cn[nH]1, CO, CCOC(C)=O, OCc1ccc(CCCl)cc1, [Cs+], [Cs+], CN(C)C=O, O. The product is O=c1cc(OCc2ccccc2)cnn1CCc1ccc(CO)cc1. As a reaction SMILES: [C:16](=[O:17])([O-:18])[O-:19].[CH2:1]([c:2]1[cH:3][cH:4][cH:5][cH:6][cH:7]1)[O:8][c:9]1[cH:10][c:11](=[O:15])[nH:12][n:13][cH:14]1.[CH3:33][OH:34].[CH3:40][CH2:41][O:42][C:43]([CH3:44])=[O:45].[Cl:22][CH2:23][CH2:24][c:25]1[cH:26][cH:27][c:28]([CH2:31][OH:32])[cH:29][cH:30]1.[Cs+:20].[Cs+:21].[O:35]=[CH:36][N:37]([CH3:38])[CH3:39].[OH2:46]>>[CH2:1]([c:2]1[cH:3][cH:4][cH:5][cH:6][cH:7]1)[O:8][c:9]1[cH:10][c:11](=[O:15])[n:12]([CH2:23][CH2:24][c:25]2[cH:26][cH:27][c:28]([CH2:31][OH:32])[cH:29][cH:30]2)[n:13][cH:14]1. The reactants are BrC1=CC(=C(C=C1)NC1CCN(CC1)C)SC1=C(C=CC=C1)Br ([4-Bromo-2-(2-bromophenylsulfanyl)-phenyl]-(1-methyl-piperidin-4-yl)-amine), C(C)(C)(C)OC(=O)N1CCC(CC1)NC1=C(C=C(C=C1)C#N)OC1=C(C=CC=C1)Br (4-[2-(2-bromophenoxy)-4-cyanophenylamino]-piperidine-1-carboxylic acid tert-butyl ester), C(C)(C)(C)OC(=O)N1CCC(CC1)NC1=C(C=C(C=C1)C#N)OC1=C(C=CC=C1)Br (4-[2-(2-Bromophenoxy)-4-cyanophenylamino]-piperidine-1-carboxylic acid tert-butyl ester). Yields the product BrC=1C=CC=2N(C3=CC=CC=C3SC2C1)C1CCN(CC1)C (3-Bromo-10-(1-methylpiperidin-4-yl)-10H-phenothiazine). RXN SMILES: [Br:1][C:2]1[CH:7]=[CH:6][C:5]([NH:8][CH:9]2[CH2:14][CH2:13][N:12]([CH3:15])[CH2:11][CH2:10]2)=[C:4]([S:16][C:17]2[CH:22]=[CH:21][CH:20]=[CH:19][C:18]=2Br)[CH:3]=1.C(OC(N1CCC(NC2C=CC(C#N)=CC=2OC2C=CC=CC=2Br)CC1)=O)(C)(C)C>>[Br:1][C:2]1[CH:7]=[CH:6][C:5]2[N:8]([CH:9]3[CH2:14][CH2:13][N:12]([CH3:15])[CH2:11][CH2:10]3)[C:22]3[C:17]([S:16][C:4]=2[CH:3]=1)=[CH:18][CH:19]=[CH:20][CH:21]=3. Procedure details: Using an adaptation of the method described in Procedure 4, substituting [4-bromo-2-(2-bromophenylsulfanyl)-phenyl]-(1-methyl-piperidin-4-yl)-amine, 3e for 4-[2-(2-bromophenoxy)-4-cyanophenylamino]-piperidine-1-carboxylic acid tert-butyl ester, 3a, the title compound 3-bromo-10-(1-methylpiperidin-4-yl)-10H-phenothiazine, 4e was obtained. MS m/z (MH+) 375.1/377.1. The reactants are C1CCOC1, CCOC(=O)C(=CN(C)C)C(=O)c1cc(I)c(F)cc1F, CC(C)C(N)CO. Yields the product CCOC(=O)C(=CNC(CO)C(C)C)C(=O)c1cc(I)c(F)cc1F. RXN SMILES: [CH2:29]1[O:30][CH2:31][CH2:32][CH2:33]1.[F:1][c:2]1[c:3]([C:4](=[O:5])[C:6]([C:7](=[O:8])[O:9][CH2:10][CH3:11])=[CH:12][N:13]([CH3:14])[CH3:15])[cH:16][c:17]([I:21])[c:18]([F:20])[cH:19]1.[NH2:22][CH:23]([CH2:24][OH:25])[CH:26]([CH3:27])[CH3:28]>>[F:1][c:2]1[c:3]([C:4](=[O:5])[C:6]([C:7](=[O:8])[O:9][CH2:10][CH3:11])=[CH:12][NH:22][CH:23]([CH2:24][OH:25])[CH:26]([CH3:27])[CH3:28])[cH:16][c:17]([I:21])[c:18]([F:20])[cH:19]1. Starting materials: ClCC[C@@H](O)C1=CC=CC=C1 ((R)-(+)-3-chloro-1-phenyl-1-propanol), S1C=CC2=NC=CC(=C21)O (thieno[3,2-b]pyridin-7-ol), P(CCCC)(CCCC)CCCC (PBu3). Product: ClCC[C@H](OC1=C2C(=NC=C1)C=CS2)C2=CC=CC=C2 (7-[(1S)-(3-Chloro-1-phenyl-propoxy)]-thieno[3,2-b]pyridine). The yield is 54.0%. RXN SMILES: [Cl:1][CH2:2][CH2:3][C@H:4]([C:6]1[CH:11]=[CH:10][CH:9]=[CH:8][CH:7]=1)[OH:5].[S:12]1[C:20]2[C:15](=[N:16][CH:17]=[CH:18][C:19]=2O)[CH:14]=[CH:13]1.P(CCCC)(CCCC)CCCC>>[Cl:1][CH2:2][CH2:3][C@@H:4]([C:6]1[CH:11]=[CH:10][CH:9]=[CH:8][CH:7]=1)[O:5][C:19]1[CH:18]=[CH:17][N:16]=[C:15]2[CH:14]=[CH:13][S:12][C:20]=12. Procedure: using (R)-(+)-3-chloro-1-phenyl-1-propanol, thieno[3,2-b]pyridin-7-ol (commercially available from the Aldrich Chemical Company), PBu3, and ADPP gave the title compound (0.71 g, 54%); Mass spectrum (ion spray): m/z=304.06 (m+1). Reactants: C(C1=CC=CC=C1)OC(=O)N[C@@H]1CN(C[C@@H](C1)C(=O)N1CCOCC1)C(=O)OC(C)(C)C (tert-Butyl (3S,5R)-3-{[(benzyloxy)carbonyl]amino}-5-(morpholin-4-ylcarbonyl)piperidine-1-carboxylate). The reagents and catalysts are [OH-].[Pd+2].[OH-].[C] (palladium(II) hydroxide carbon). Run in CO (methanol). Conditions: time 15 hour. Yields the product N[C@@H]1CN(C[C@@H](C1)C(=O)N1CCOCC1)C(=O)OC(C)(C)C (tert-butyl (3S,5R)-3-amino-5-(morpholin-4-ylcarbonyl)piperidine-1-carboxylate). The yield is 102.5%. As a reaction SMILES: C(OC([NH:11][C@H:12]1[CH2:17][C@@H:16]([C:18]([N:20]2[CH2:25][CH2:24][O:23][CH2:22][CH2:21]2)=[O:19])[CH2:15][N:14]([C:26]([O:28][C:29]([CH3:32])([CH3:31])[CH3:30])=[O:27])[CH2:13]1)=O)C1C=CC=CC=1>CO.[OH-].[Pd+2].[OH-].[C]>[NH2:11][C@H:12]1[CH2:17][C@@H:16]([C:18]([N:20]2[CH2:25][CH2:24][O:23][CH2:22][CH2:21]2)=[O:19])[CH2:15][N:14]([C:26]([O:28][C:29]([CH3:32])([CH3:31])[CH3:30])=[O:27])[CH2:13]1 |f:2.3.4.5|. Procedure details: tert-Butyl (3S,5R)-3-{[(benzyloxy)carbonyl]amino}-5-(morpholin-4-ylcarbonyl)piperidine-1-carboxylate (39 g) and palladium(II) hydroxide-carbon (4 g) were suspended in methanol (500 ml) and the mixture was stirred under a hydrogen atmosphere (1 atom) at room temperature for 15 hr. The palladium catalyst was filtered off, and the filtrate was concentrated under reduced pressure to give tert-butyl (3S,5R)-3-amino-5-(morpholin-4-ylcarbonyl)piperidine-1-carboxylate (28 g). Starting materials: CC(C)(C)OC(=O)N1CCC(Oc2ccc(N(CC(=O)O)C(=O)OCc3ccccc3)cc2)CC1, CC(C)(C)OC(=O)CNc1ccc(C#N)cc1N, CCOC(=O)N1c2ccccc2C=CC1OCC, ClC(Cl)Cl. The product is CC(C)(C)OC(=O)CNc1ccc(C#N)cc1NC(=O)CN(C(=O)OCc1ccccc1)c1ccc(OC2CCN(C(=O)OC(C)(C)C)CC2)cc1. Reaction SMILES: [C:19]([CH3:20])([CH3:21])([CH3:22])[O:23][C:24](=[O:25])[N:26]1[CH2:27][CH2:28][CH:29]([O:32][c:33]2[cH:34][cH:35][c:36]([N:39]([C:40](=[O:41])[O:42][CH2:43][c:44]3[cH:45][cH:46][cH:47][cH:48][cH:49]3)[CH2:50][C:51](=[O:52])[OH:53])[cH:37][cH:38]2)[CH2:30][CH2:31]1.[C:1]([CH3:2])([CH3:3])([CH3:4])[O:5][C:6]([CH2:7][NH:8][c:9]1[c:10]([NH2:17])[cH:11][c:12]([C:15]#[N:16])[cH:13][cH:14]1)=[O:18].[CH2:54]([O:55][C:56]([N:57]1[c:58]2[c:59]([cH:60][cH:61][cH:62][cH:63]2)[CH:64]=[CH:65][CH:66]1[O:67][CH2:68][CH3:69])=[O:70])[CH3:71].[CH:72]([Cl:73])([Cl:74])[Cl:75]>>[C:1]([CH3:2])([CH3:3])([CH3:4])[O:5][C:6]([CH2:7][NH:8][c:9]1[c:10]([NH:17][C:51]([CH2:50][N:39]([c:36]2[cH:35][cH:34][c:33]([O:32][CH:29]3[CH2:28][CH2:27][N:26]([C:24]([O:23][C:19]([CH3:20])([CH3:21])[CH3:22])=[O:25])[CH2:31][CH2:30]3)[cH:38][cH:37]2)[C:40](=[O:41])[O:42][CH2:43][c:44]2[cH:45][cH:46][cH:47][cH:48][cH:49]2)=[O:52])[cH:11][c:12]([C:15]#[N:16])[cH:13][cH:14]1)=[O:18]. Starting materials: NC1=C2C(=NC=N1)N(N=C2C2=CC(=C(C=C2)NS(=O)(=O)C2=C(C(=CC=C2)Cl)Cl)F)C2=C(C=C(C=C2)N2CCN(CC2)C)C#N (N1-(4-{4-Amino-1-[2-cyano-4-(4-methylpiperazino)phenyl]-1H-pyrazolo[3,4-d]pyrimidin-3-yl}-2-fluorophenyl)-2,3-dichloro-1-benzenesulfonamide), NC(=O)N (urea), NC1=C2C(=NC=N1)N(N=C2C2=CC(=C(C=C2)NC(=O)NC=2C=C(C=CC2)C)F)CC(=O)OCC (ethyl 2-(4-amino-3-{3-fluoro-4-[(3-toluidinocarbonyl)amino]phenyl}-1H-pyrazolo[3,4-d]pyrimidin-1-yl)acetate), NC1=C2C(=NC=N1)N(N=C2C2=CC(=C(C=C2)N)F)C2=C(C#N)C=C(C=C2)N2CCN(CC2)C (2-[4-amino-3-(4-amino-3-fluorophenyl)-1H-pyrazolo[3,4-d]pyrimidin-1-yl]-5-(4-methylpiperazino)benzonitrile), C1(=CC(=CC=C1)N=C=O)C (m-tolyl isocyanate). The product is NC1=C2C(=NC=N1)N(N=C2C2=CC(=C(C=C2)NC(=O)NC2=CC(=CC=C2)C)F)C2=C(C=C(C=C2)N2CCN(CC2)C)C#N (N-(4-{4-amino-1-[2-cyano-4-(4-methylpiperazino)phenyl]-1H-pyrazolo[3,4-d]pyrimidin-3-yl}-2-fluorophenyl)-N′-(3-methylphenyl)urea). As a reaction SMILES: [NH2:1][C:2]1[N:7]=[CH:6][N:5]=[C:4]2[N:8]([C:30]3[CH:35]=[CH:34][C:33]([N:36]4[CH2:41][CH2:40][N:39]([CH3:42])[CH2:38][CH2:37]4)=[CH:32][C:31]=3[C:43]#[N:44])[N:9]=[C:10](C3C=CC(NS(C4C=CC=C(Cl)C=4Cl)(=O)=O)=C(F)C=3)[C:3]=12.NC(N)=O.NC1N=CN=C2N(CC(OCC)=O)N=C([C:59]3[CH:64]=[CH:63][C:62]([NH:65][C:66]([NH:68][C:69]4[CH:70]=[C:71]([CH3:75])[CH:72]=[CH:73][CH:74]=4)=[O:67])=[C:61]([F:76])[CH:60]=3)C=12.NC1N=CN=C2N(C3C=CC(N4CCN(C)CC4)=CC=3C#N)N=C(C3C=CC(N)=C(F)C=3)C=12.C1(C)C=CC=C(N=C=O)C=1>>[NH2:1][C:2]1[N:7]=[CH:6][N:5]=[C:4]2[N:8]([C:30]3[CH:35]=[CH:34][C:33]([N:36]4[CH2:37][CH2:38][N:39]([CH3:42])[CH2:40][CH2:41]4)=[CH:32][C:31]=3[C:43]#[N:44])[N:9]=[C:10]([C:59]3[CH:64]=[CH:63][C:62]([NH:65][C:66]([NH:68][C:69]4[CH:74]=[CH:73][CH:72]=[C:71]([CH3:75])[CH:70]=4)=[O:67])=[C:61]([F:76])[CH:60]=3)[C:3]=12. Procedure details: The same procedure used to prepare N1-(4-{4-Amino-1-[2-cyano-4-(4-methylpiperazino)phenyl]-1H-pyrazolo[3,4-d]pyrimidin-3-yl}-2-fluorophenyl)-2,3-dichloro-1-benzenesulfonamide was employed, except that the final step employed the procedure for urea formation used to prepare ethyl 2-(4-amino-3-{3-fluoro-4-[(3-toluidinocarbonyl)amino]phenyl}-1H-pyrazolo[3,4-d]pyrimidin-1-yl)acetate, entailing the reaction of 2-[4-amino-3-(4-amino-3-fluorophenyl)-1H-pyrazolo[3,4-d]pyrimidin-1-yl]-5-(4-methylpiperazi... Starting materials: CC1=C(N=CN1C(C1=CC=CC=C1)(C1=CC=CC=C1)C1=CC=CC=C1)CNC (5-methyl-4-(methylamino) methyl-1-triphenylmethyl-1H-imidazole), CC1N2C3=C(C=CC=C3CC1)C(=C2)C(=O)O (4-methyl-5,6-dihydro-4H-pyrrolo[3,2,1-ij]quinoline-1-carboxylic acid), N,N-dicyclohexylcarbodiimide. The solvent is C(C)#N (acetonitrile). Run at time 12 hour. Yields the product CC1=C(N=CN1C(C1=CC=CC=C1)(C1=CC=CC=C1)C1=CC=CC=C1)CNC(=O)C1=CN2C(CCC3=CC=CC1=C23)C (N-[(5-methyl-1-triphenylmethyl-1H-imidazol-4-yl)methyl]-4-methyl-5,6-dihydro-4H-pyrrolo[3,2,1-ij]quinoline-1-carboxamide). Reaction SMILES: [CH3:1][C:2]1[N:6]([C:7]([C:20]2[CH:25]=[CH:24][CH:23]=[CH:22][CH:21]=2)([C:14]2[CH:19]=[CH:18][CH:17]=[CH:16][CH:15]=2)[C:8]2[CH:13]=[CH:12][CH:11]=[CH:10][CH:9]=2)[CH:5]=[N:4][C:3]=1[CH2:26][NH:27]C.[CH3:29][CH:30]1[CH2:39][CH2:38][C:37]2[C:32]3=[C:33]([C:40]([C:42]([OH:44])=O)=[CH:41][N:31]13)[CH:34]=[CH:35][CH:36]=2>C(#N)C>[CH3:1][C:2]1[N:6]([C:7]([C:8]2[CH:13]=[CH:12][CH:11]=[CH:10][CH:9]=2)([C:20]2[CH:21]=[CH:22][CH:23]=[CH:24][CH:25]=2)[C:14]2[CH:15]=[CH:16][CH:17]=[CH:18][CH:19]=2)[CH:5]=[N:4][C:3]=1[CH2:26][NH:27][C:42]([C:40]1[C:33]2=[C:32]3[C:37](=[CH:36][CH:35]=[CH:34]2)[CH2:38][CH2:39][CH:30]([CH3:29])[N:31]3[CH:41]=1)=[O:44]. Reported procedure: A mixture of 3.4 g (9.3 mmol) of 5-methyl-4-(methylamino) methyl-1-triphenylmethyl-1H-imidazole, 2.0 g (9.3 mmol) of 4-methyl-5,6-dihydro-4H-pyrrolo[3,2,1-ij]quinoline-1-carboxylic acid, and 2.06 g (10 mmol) of N,N-dicyclohexylcarbodiimide in 100 ml of acetonitrile was stirred for 12 hours under nitrogen. The precipitate was sucked off and the filtrate was evaporated in vacuo. The residue was dissolved in ethylacetate and washed with 2 N sodium hydroxide and saturated saline respectively, and th...